From a dataset of the Open Reaction Database (ORD), a public repository of structured organic reaction records. describe an organic reaction: reactants, conditions, products, and yield Starting materials: CC1(OB(OC1(C)C)C=1C=C2C(=NC1)NC=C2)C (5-(4,4,5,5-Tetramethyl-[1,3,2]dioxaborolan-2-yl)-1H-pyrrolo[2,3-b]pyridine), [I-] (iodide), [Li+].[Cl-] (LiCl), C(=O)([O-])[O-].[Na+].[Na+] (Na2CO3), C1(=CC=CC=C1)C (toluene). The reagents and catalysts are Cl[Pd]([P](C1=CC=CC=C1)(C2=CC=CC=C2)C3=CC=CC=C3)([P](C4=CC=CC=C4)(C5=CC=CC=C5)C6=CC=CC=C6)Cl (PdCl2(PPh3)2). The solvent is CCO (EtOH). Yields the product O(C1=CC=CC=C1)C1=NC=CC=C1C=1C=C2C(=NC1)NC=C2 (5-(2-Phenoxy-pyridin-3-yl)-1H-pyrrolo[2,3-b]pyridine). Isolated yield 42.0%. As a reaction SMILES: CC1(C)C(C)(C)OB([C:9]2[CH:10]=[C:11]3[CH:17]=[CH:16][NH:15][C:12]3=[N:13][CH:14]=2)O1.[I-].[Li+].[Cl-].[C:22]([O-:25])([O-])=O.[Na+].[Na+].[C:28]1(C)[CH:33]=[CH:32][CH:31]=[CH:30][CH:29]=1>CCO.Cl[Pd](Cl)([P](C1C=CC=CC=1)(C1C=CC=CC=1)C1C=CC=CC=1)[P](C1C=CC=CC=1)(C1C=CC=CC=1)C1C=CC=CC=1>[O:25]([C:22]1[C:9]([C:9]2[CH:10]=[C:11]3[CH:17]=[CH:16][NH:15][C:12]3=[N:13][CH:14]=2)=[CH:10][CH:11]=[CH:12][N:13]=1)[C:28]1[CH:29]=[CH:30][CH:31]=[CH:32][CH:33]=1 |f:2.3,4.5.6,^1:40,59|. Procedure: A mixture of pinacol ester 31 (200 mg, 0.88 mmol), iodide 32 (390 mg, 1.32 mmol), LiCl (112 mg, 2.63 mmol), PdCl2(PPh3)2 (62 mg, 0.088 mmol), 1.0 M aq. Na2CO3 (2.2 mL, 2.19 mmol) in EtOH (4.0 mL) and toluene (4.0 mL) were refluxed for 5 h. After cooling the reaction mixture was partitioned between EtOAc/brine. The aqueous layer was extracted with more EtOAc (2×) and the combined organic extracts were dried (MgSO4) and concentrated. The residue was purified by silicagel chromatography using EtOAc...